The task is: describe an organic reaction: reactants, conditions, products, and yield. This data is from the Open Reaction Database (ORD), a public repository of structured organic reaction records. Reactants: C(OC1=CC=C(C=C1)[N+](=O)[O-])(OCC(=O)NC)=O (4-nitrophenyl 2-(methylamino)-2-oxoethyl carbonate), N1(CCNCC1)C(=O)OC(C)(C)C (1,1-dimethylethyl piperazine-1-carboxylate). Solvent: ClCCCl (1,2-dichloroethane), ClCCCl (1,2-dichloroethane). Conditions: time 1 hour. Product: N1(CCN(CC1)C(=O)OCC(=O)NC)C(=O)OC(C)(C)C (1,1-dimethylethyl 2-(methylamino)-2-oxoethyl Piperazine-1,4-dicarboxylate). Reaction SMILES: [C:1](=[O:18])([O:12][CH2:13][C:14]([NH:16][CH3:17])=[O:15])OC1C=CC([N+]([O-])=O)=CC=1.[N:19]1([C:25]([O:27][C:28]([CH3:31])([CH3:30])[CH3:29])=[O:26])[CH2:24][CH2:23][NH:22][CH2:21][CH2:20]1>ClCCCl>[N:19]1([C:25]([O:27][C:28]([CH3:31])([CH3:30])[CH3:29])=[O:26])[CH2:24][CH2:23][N:22]([C:1]([O:12][CH2:13][C:14]([NH:16][CH3:17])=[O:15])=[O:18])[CH2:21][CH2:20]1. Procedure: A solution, cooled to 0° C., of 1.1 g (3 mmol) of 4-nitrophenyl 2-(methylamino)-2-oxoethyl carbonate, prepared in step 3.1., in 10 ml of 1,2-dichloroethane is admixed dropwise at about 0° C. with a solution of 0.53 g (2.85 mmol) of 1,1-dimethylethyl piperazine-1-carboxylate in 5 ml of 1,2-dichloroethane. Stirring is continued at 0° C. for 1 hour, then at ambient temperature for 3 hours. Reactants: aldehyde, C(O)(O)=O.NNC(=N)N (aminoguanidine bicarbonate), Br.BrCC(=O)C12CCN(CC1)C2 (4-(α-bromoacetyl) -1 -azabicyclo[2.2.1 ]heptane hydrobromide), Cl (hydrochloric acid), Br.O=C(C=O)C12CCN(CC1)C2 (2-oxo-2- (1-azabicyclo [2.2.1]hept-4-yl)ethanal hydrobromide), C([O-])([O-])=O.[K+].[K+] (potassium carbonate). The solvent is O (water). Reaction conditions: time 8 hour. The product is NC=1N=NC=C(N1)C12CCN(CC1)C2 (4-(3-Amino-1,2,4-triazin-5-yl)-1-azabicyclo[2.2.1 ]heptane). The yield is 43.8%. As a reaction SMILES: Br.Br[CH2:3][C:4]([C:6]12[CH2:12][N:9]([CH2:10][CH2:11]1)[CH2:8][CH2:7]2)=O.Br.O=C(C12CN(CC1)CC2)C=O.C(=O)(O)O.[NH2:29][NH:30][C:31]([NH2:33])=[NH:32].Cl.C(=O)([O-])[O-].[K+].[K+]>O>[NH2:33][C:31]1[N:30]=[N:29][CH:3]=[C:4]([C:6]23[CH2:12][N:9]([CH2:10][CH2:11]2)[CH2:8][CH2:7]3)[N:32]=1 |f:0.1,2.3,4.5,7.8.9|. Procedure: 4-(α-bromoacetyl) -1 -azabicyclo[2.2.1 ]heptane hydrobromide (EP-0366304, Description 19) (0.5 g, 1.67 mmol) was converted into 2-oxo-2- (1-azabicyclo [2.2.1]hept-4-yl)ethanal hydrobromide as described in Example 3. The crude aldehyde was immediately treated with a suspension of aminoguanidine bicarbonate (0.25 g, 1.84 mmol) in water (10 ml) and the solution was acidified to pH6 with 5M hydrochloric acid. After stirring overnight at room temperature the reaction mixture was saturated with potass...